This data is from the Open Reaction Database (ORD), a public repository of structured organic reaction records. The task is: describe an organic reaction: reactants, conditions, products, and yield The reactants are BrC=1C(=NC=C(N1)Br)N (3,5-dibromopyrazin-2-ylamine), C(C)(C)N(CC)C(C)C (diisopropylethyl-amine), [N+](=O)([O-])C=1C=C(CN)C=CC1 (m-nitrobenzylamine). Solvent: C(C)O (ethanol). Conditions: temperature 180 celsius. Product: BrC=1N=C(C(=NC1)N)NCC1=CC(=CC=C1)[N+](=O)[O-] (5-bromo-N3-(3-nitrobenzyl)pyrazine-2,3-diamine). Yield: 30.9%. Reaction SMILES: Br[C:2]1[C:3]([NH2:9])=[N:4][CH:5]=[C:6]([Br:8])[N:7]=1.C(N(C(C)C)CC)(C)C.[N+:19]([C:22]1[CH:23]=[C:24]([CH:27]=[CH:28][CH:29]=1)[CH2:25][NH2:26])([O-:21])=[O:20]>C(O)C>[Br:8][C:6]1[N:7]=[C:2]([NH:26][CH2:25][C:24]2[CH:27]=[CH:28][CH:29]=[C:22]([N+:19]([O-:21])=[O:20])[CH:23]=2)[C:3]([NH2:9])=[N:4][CH:5]=1. Procedure: To a solution of 3,5-dibromopyrazin-2-ylamine (253 mg, 1.0 mmol), diisopropylethyl-amine (0.2 mL, 1.5 mmol) and anhydrous ethanol (2 mL) in a microwave tube (Smith process vial, 2-5 mL) was added m-nitrobenzylamine (192 mg, 1.2 mmol). The tube was sealed and heated at 180° C. in a microwave reactor (Smith Synthesizer) for 1.5 h. The reaction mixture was then concentration under reduced pressure and the resultant residue was purified by flash chromatography [silica gel, hexanes/ethyl acetate (2:1... Procedure: Prepared in analogy to example 62 from 4-(pyridin-4-yl) aniline and 4-benzyl-2-chloro-6-methyl-pyrimidine (example 43a). The title compound was obtained as a brownish oil (Yield=31%). MS ISP (m/e): 353.1 (100) [(M+H)+]. 1H NMR (DMSO-D6, 300 MHz): δ (ppm)=9.80 (s, 1H), 8.57 (d, 2H), 7.95 (d, 2H), 7.74 (d, 2H), 7.69 (d, 2H), 7.40-7.15 (m, 5H), 6.68 (s, 1H), 3.95 (s, 2H), 2.34 (s, 3H). The reactants are N1=CC=C(C=C1)C1=CC=C(N)C=C1 (4-(pyridin-4-yl) aniline), C(C1=CC=CC=C1)C1=NC(=NC(=C1)C)Cl (4-benzyl-2-chloro-6-methyl-pyrimidine). Yield: 31.0%. Reaction SMILES: [N:1]1[CH:6]=[CH:5][C:4]([C:7]2[CH:13]=[CH:12][C:10]([NH2:11])=[CH:9][CH:8]=2)=[CH:3][CH:2]=1.[CH2:14]([C:21]1[CH:26]=[C:25]([CH3:27])[N:24]=[C:23](Cl)[N:22]=1)[C:15]1[CH:20]=[CH:19][CH:18]=[CH:17][CH:16]=1>>[CH2:14]([C:21]1[CH:26]=[C:25]([CH3:27])[N:24]=[C:23]([NH:11][C:10]2[CH:12]=[CH:13][C:7]([C:4]3[CH:5]=[CH:6][N:1]=[CH:2][CH:3]=3)=[CH:8][CH:9]=2)[N:22]=1)[C:15]1[CH:16]=[CH:17][CH:18]=[CH:19][CH:20]=1. Product: C(C1=CC=CC=C1)C1=NC(=NC(=C1)C)NC1=CC=C(C=C1)C1=CC=NC=C1 ((4-Benzyl-6-methyl-pyrimidin-2-yl)-(4-pyridin-4-yl-phenyl)-amine), oil. Reactants: Cc1ccccc1, Cc1ccc2c(OS(=O)(=O)C(F)(F)F)cccc2n1, CC(C)(C)OC(=O)N1CCNCC1, CC(=O)[O-], CC(=O)[O-], [Pd+2], c1ccc(P(c2ccccc2)c2ccc3ccccc3c2-c2c(P(c3ccccc3)c3ccccc3)ccc3ccccc23)cc1. Product: Cc1ccc2c(N3CCN(C(=O)OC(C)(C)C)CC3)cccc2n1. Reaction SMILES: [CH3:79][c:80]1[cH:81][cH:82][cH:83][cH:84][cH:85]1.[F:60][C:61]([F:62])([F:63])[S:64]([O:65][c:66]1[c:67]2[cH:68][cH:69][c:70]([CH3:76])[n:71][c:72]2[cH:73][cH:74][cH:75]1)(=[O:77])=[O:78].[N:47]1([C:53](=[O:54])[O:55][C:56]([CH3:57])([CH3:58])[CH3:59])[CH2:48][CH2:49][NH:50][CH2:51][CH2:52]1.[O-:87][C:88]([CH3:89])=[O:90].[O-:91][C:92]([CH3:93])=[O:94].[Pd+2:86].[c:1]1([P:2]([c:3]2[cH:4][cH:5][cH:6][cH:7][cH:8]2)[c:9]2[cH:10][cH:11][c:12]3[c:13]([cH:14][cH:15][cH:16][cH:17]3)[c:18]2-[c:19]2[c:20]3[c:21]([cH:22][cH:23][cH:24][cH:25]3)[cH:26][cH:27][c:28]2[P:29]([c:30]2[cH:31][cH:32][cH:33][cH:34][cH:35]2)[c:36]2[cH:37][cH:38][cH:39][cH:40][cH:41]2)[cH:42][cH:43][cH:44][cH:45][cH:46]1>>[N:47]1([C:53](=[O:54])[O:55][C:56]([CH3:57])([CH3:58])[CH3:59])[CH2:48][CH2:49][N:50]([c:66]2[c:67]3[cH:68][cH:69][c:70]([CH3:76])[n:71][c:72]3[cH:73][cH:74][cH:75]2)[CH2:51][CH2:52]1. Reactants: CN[C@@H]1C[C@H]2O[C@@](C)([C@@H]1OC)n1c3ccccc3c3c4c(c5c6ccccc6n2c5c31)C(=O)NC4 (staurosporine), O=CC1=Cc2cccc3CCN(C1=O)c23. The reagents and catalysts are CC(C)[O-].CC(C)[O-].CC(C)[O-].CC(C)[O-].[Ti+4] (Ti(OiPr)4), CC(=O)O (acetic acid), CC(=O)O[BH-](OC(C)=O)OC(C)=O.[Na+] (Sodium triacetoxyborohydride). The solvent is CN1CCCC1=O (NMP), CN1CCCC1=O (NMP), CN1CCCC1=O (NMP), CN1CCCC1=O (NMP), CN1CCCC1=O (NMP), CN1CCCC1=O (NMP), CN1CCCC1=O (NMP). Run at temperature 22 celsius, time 18 hour. The product is CO[C@@H]1[C@@H](C[C@H]2O[C@]1(C)n3c4ccccc4c5c6CNC(=O)c6c7c8ccccc8n2c7c35)N(C)CC9=Cc%10cccc%11CCN(C9=O)c%10%11, CN[C@@H]1C[C@H]2O[C@@](C)([C@@H]1OC)n1c3ccccc3c3c4c(c5c6ccccc6n2c5c31)C(=O)NC4 (Staurosporine), O=CC1=Cc2cccc3CCN(C1=O)c23. Reactants: BrC=1C=NC=NC1 (5-bromopyrimidine), C([O-])([O-])=O.[Cs+].[Cs+] (cesium carbonate), ClC1=CC=C(C=C1)N1C(=NC=2N(C=NC2C1=O)C=1C=C(C=CC1)NS(=O)(=O)C)C1=CC=C(C=C1)B1OC(C(O1)(C)C)(C)C (N-(3-{1-(4-chloro-phenyl)-6-oxo-2-[4-(4,4,5,5-tetramethyl-[1,3,2]dioxaborolan-2-yl)-phenyl]-1,6-dihydro-purin-9-yl}-phenyl)-methane sulfonamide). The reagents and catalysts are C1=CC=C(C=C1)P([C-]2C=CC=C2)C3=CC=CC=C3.C1=CC=C(C=C1)P([C-]2C=CC=C2)C3=CC=CC=C3.Cl[Pd]Cl.[Fe+2] (Pd(dppf)2Cl2). Solvent: CN(C=O)C (N,N-dimethylformamide). Reaction conditions: temperature 100 celsius. Yields the product ClC1=CC=C(C=C1)N1C(=NC=2N(C=NC2C1=O)C=1C=C(C=CC1)NS(=O)(=O)C)C1=CC=C(C=C1)C=1C=NC=NC1 (N-{3-[1-(4-chloro-phenyl)-6-oxo-2-(4-pyrimidin-5-yl-phenyl)-1,6-dihydro-purin-9-yl]-phenyl}-methane sulfonamide). RXN SMILES: [Cl:1][C:2]1[CH:7]=[CH:6][C:5]([N:8]2[C:16](=[O:17])[C:15]3[N:14]=[CH:13][N:12]([C:18]4[CH:19]=[C:20]([NH:24][S:25]([CH3:28])(=[O:27])=[O:26])[CH:21]=[CH:22][CH:23]=4)[C:11]=3[N:10]=[C:9]2[C:29]2[CH:34]=[CH:33][C:32](B3OC(C)(C)C(C)(C)O3)=[CH:31][CH:30]=2)=[CH:4][CH:3]=1.Br[C:45]1[CH:46]=[N:47][CH:48]=[N:49][CH:50]=1.C(=O)([O-])[O-].[Cs+].[Cs+]>CN(C)C=O.C1C=CC(P(C2C=CC=CC=2)[C-]2C=CC=C2)=CC=1.C1C=CC(P(C2C=CC=CC=2)[C-]2C=CC=C2)=CC=1.Cl[Pd]Cl.[Fe+2]>[Cl:1][C:2]1[CH:7]=[CH:6][C:5]([N:8]2[C:16](=[O:17])[C:15]3[N:14]=[CH:13][N:12]([C:18]4[CH:19]=[C:20]([NH:24][S:25]([CH3:28])(=[O:27])=[O:26])[CH:21]=[CH:22][CH:23]=4)[C:11]=3[N:10]=[C:9]2[C:29]2[CH:30]=[CH:31][C:32]([C:45]3[CH:46]=[N:47][CH:48]=[N:49][CH:50]=3)=[CH:33][CH:34]=2)=[CH:4][CH:3]=1 |f:2.3.4,6.7.8.9|. Procedure details: A solution of N-(3-{1-(4-chloro-phenyl)-6-oxo-2-[4-(4,4,5,5-tetramethyl-[1,3,2]dioxaborolan-2-yl)-phenyl]-1,6-dihydro-purin-9-yl}-phenyl)-methane sulfonamide (prepared as described in example 26, 0.500 g, 0.809 mmol) in N,N-dimethylformamide (20 mL) is degassed with argon for 0.5 h. Then 5-bromopyrimidine (0.195 g, 1.21 mmol), cesium carbonate (0.527 g, 1.61 mmol), Pd(dppf)2Cl2 (0.059 g, 0.08 mmol) is added and the resulted mixture is degassed with argon for 0.5 h. The reaction mixture is heated... Starting materials: C(C(C)C)NC(C(=C[C@H]1[C@@H](N(C(O1)(C)C)C(=O)OCC1=CC=CC=C1)CC(C)C)C(C)C)=O (3-[(4S,5S)-3-benzyloxycarbonyl-2,2-dimethyl-4-isobutyloxazolidin-5-yl]-2-isopropyl-2-propenoic acid isobutylamide). The reagents and catalysts are [Pd] (palladium black). Solvent: C(C)O (ethanol). Yields the product C(C(C)C)NC(C(C[C@@H]([C@H](CC(C)C)N)O)C(C)C)=O ((2RS,4S,5S)-5-amino-4-hydroxy-2-isopropyl-7-methyl-octanoic acid isobutylamide). The yield is 99.9%. As a reaction SMILES: [CH2:1]([NH:5][C:6](=[O:33])[C:7]([CH:30]([CH3:32])[CH3:31])=[CH:8][C@@H:9]1[O:13]C(C)(C)[N:11](C(OCC2C=CC=CC=2)=O)[C@H:10]1[CH2:26][CH:27]([CH3:29])[CH3:28])[CH:2]([CH3:4])[CH3:3]>C(O)C.[Pd]>[CH2:1]([NH:5][C:6](=[O:33])[CH:7]([CH:30]([CH3:32])[CH3:31])[CH2:8][C@H:9]([OH:13])[C@@H:10]([NH2:11])[CH2:26][CH:27]([CH3:28])[CH3:29])[CH:2]([CH3:4])[CH3:3]. Procedure: 93 mg (Z-isomer) of 3-[(4S,5S)-3-benzyloxycarbonyl-2,2-dimethyl-4-isobutyloxazolidin-5-yl]-2-isopropyl-2-propenoic acid isobutylamide was dissolved in 0.8 ml of ethanol and then hydrogenated by using palladium black at atmospheric pressure. The reaction mixture was subjected to filtration, the solvent of the filtrate was distilled off under reduced pressure to obtain 58 mg of (2RS,4S,5S)-5-amino-4-hydroxy-2-isopropyl-7-methyl-octanoic acid isobutylamide as a colorless oily substance. The reactants are Br, COc1ccc(C2=CC(N3CCN(Cc4ccccc4)CC3)=NC23C=CC(=O)C=C3)cc1, CC(=O)O, ClC(Cl)Cl. Product: O=C1C=CC2(C=C1)N=C(N1CCN(Cc3ccccc3)CC1)C=C2c1ccc(O)cc1. As a reaction SMILES: [BrH:33].[CH2:1]([c:2]1[cH:3][cH:4][cH:5][cH:6][cH:7]1)[N:8]1[CH2:9][CH2:10][N:11]([C:14]2=[N:15][C:16]3([C:17]([c:19]4[cH:20][cH:21][c:22]([O:25][CH3:26])[cH:23][cH:24]4)=[CH:18]2)[CH:27]=[CH:28][C:29](=[O:32])[CH:30]=[CH:31]3)[CH2:12][CH2:13]1.[CH3:34][C:35](=[O:36])[OH:37].[CH:38]([Cl:39])([Cl:40])[Cl:41]>>[CH2:1]([c:2]1[cH:3][cH:4][cH:5][cH:6][cH:7]1)[N:8]1[CH2:9][CH2:10][N:11]([C:14]2=[N:15][C:16]3([C:17]([c:19]4[cH:20][cH:21][c:22]([OH:25])[cH:23][cH:24]4)=[CH:18]2)[CH:27]=[CH:28][C:29](=[O:32])[CH:30]=[CH:31]3)[CH2:12][CH2:13]1. Reactants: OC(=O)C(F)(F)F.FC1=CC=C(C=C1)C=1SC=C(N1)CN1CCNCC1 (2-(4-fluorophenyl)-4-(piperazin-1-ylmethyl)thiazole TFA salt), FC(C1=NC(=NO1)C=1C=C(C(=O)O)C=CC1)(F)F (3-(5-(trifluoromethyl)-1,2,4-oxadiazol-3-yl)benzoic acid). The product is FC1=CC=C(C=C1)C=1SC=C(N1)CN1CCN(CC1)C(=O)C1=CC(=CC=C1)C1=NOC(=N1)C(F)(F)F ((4-((2-(4-Fluorophenyl)thiazol-4-yl)methyl)piperazin-1-yl)(3-(5-(trifluoromethyl)-1,2,4-oxadiazol-3-yl)phenyl)methanone). Yield: 34.0%. Reaction SMILES: OC(C(F)(F)F)=O.[F:8][C:9]1[CH:14]=[CH:13][C:12]([C:15]2[S:16][CH:17]=[C:18]([CH2:20][N:21]3[CH2:26][CH2:25][NH:24][CH2:23][CH2:22]3)[N:19]=2)=[CH:11][CH:10]=1.[F:27][C:28]([F:44])([F:43])[C:29]1[O:33][N:32]=[C:31]([C:34]2[CH:35]=[C:36]([CH:40]=[CH:41][CH:42]=2)[C:37](O)=[O:38])[N:30]=1>>[F:8][C:9]1[CH:14]=[CH:13][C:12]([C:15]2[S:16][CH:17]=[C:18]([CH2:20][N:21]3[CH2:22][CH2:23][N:24]([C:37]([C:36]4[CH:40]=[CH:41][CH:42]=[C:34]([C:31]5[N:30]=[C:29]([C:28]([F:43])([F:27])[F:44])[O:33][N:32]=5)[CH:35]=4)=[O:38])[CH2:25][CH2:26]3)[N:19]=2)=[CH:11][CH:10]=1 |f:0.1|. Reported procedure: This compound was synthesized from 2-(4-fluorophenyl)-4-(piperazin-1-ylmethyl)thiazole TFA salt and 3-(5-(trifluoromethyl)-1,2,4-oxadiazol-3-yl)benzoic acid as described for example 37 step 3 (26 mg, yield 34%). 1H NMR (400 MHz, CDCl3) δ 8.20-8.17 (m, 2H), 7.95-7.92 (dd, J=8.8 Hz, 5.1 Hz, 2H), 7.64-7.59 (m, 2H), 7.16-7.11 (m, 3H), 3.89 (m, 2H), 3.80 (s, 2H), 3.51 (m, 2H), 2.72 (m, 2H), 2.57 (m, 2H). MS (ESI) m/z: Calculated for C24H19F4N5O2S: 517.12. found: 518.2 (M+H)+ The yield is 88.4%. Conditions: time 1 hour. Procedure details: N-(9-[(2R,3R,4R,5R)-3,4-Bis{[tert-butyl(dimethyl)silyl]oxy}-5-(methoxymethyl)tetrahydro-2-furanyl]-2-{[cyclohexyl(methyl)amino]methyl}-9H-purin-6-yl)-N-(2,2-diphenylethyl)amine (133 mg, 0.16 mmol) (preparation 35) was dissolved in stirred tetrahydrofuran (1 ml) and a 1 molar solution of tetra-n-butylammonium fluoride in tetrahydrofuran (1 ml, 1 mmol) was added. The reaction mixture was stirred for 1 hr, then the solvent was removed under reduced pressure. The residue was purified by column chrom... Run in O1CCCC1 (tetrahydrofuran), O1CCCC1 (tetrahydrofuran). Starting materials: solution, [F-].C(CCC)[N+](CCCC)(CCCC)CCCC (tetra-n-butylammonium fluoride), [Si](C)(C)(C(C)(C)C)O[C@H]1[C@@H](O[C@@H]([C@H]1O[Si](C)(C)C(C)(C)C)COC)N1C2=NC(=NC(=C2N=C1)NCC(C1=CC=CC=C1)C1=CC=CC=C1)CN(C)C1CCCCC1 (N-(9-[(2R,3R,4R,5R)-3,4-Bis{[tert-butyl(dimethyl)silyl]oxy}-5-(methoxymethyl)tetrahydro-2-furanyl]-2-{[cyclohexyl(methyl)amino]methyl}-9H-purin-6-yl)-N-(2,2-diphenylethyl)amine). As a reaction SMILES: [Si]([O:8][C@@H:9]1[C@H:13]([O:14][Si](C(C)(C)C)(C)C)[C@@H:12]([CH2:22][O:23][CH3:24])[O:11][C@H:10]1[N:25]1[CH:33]=[N:32][C:31]2[C:26]1=[N:27][C:28]([CH2:49][N:50]([CH:52]1[CH2:57][CH2:56][CH2:55][CH2:54][CH2:53]1)[CH3:51])=[N:29][C:30]=2[NH:34][CH2:35][CH:36]([C:43]1[CH:48]=[CH:47][CH:46]=[CH:45][CH:44]=1)[C:37]1[CH:42]=[CH:41][CH:40]=[CH:39][CH:38]=1)(C(C)(C)C)(C)C.[F-].C([N+](CCCC)(CCCC)CCCC)CCC>O1CCCC1>[CH:52]1([N:50]([CH2:49][C:28]2[N:27]=[C:26]3[C:31]([N:32]=[CH:33][N:25]3[C@H:10]3[C@H:9]([OH:8])[C@H:13]([OH:14])[C@@H:12]([CH2:22][O:23][CH3:24])[O:11]3)=[C:30]([NH:34][CH2:35][CH:36]([C:37]3[CH:38]=[CH:39][CH:40]=[CH:41][CH:42]=3)[C:43]3[CH:44]=[CH:45][CH:46]=[CH:47][CH:48]=3)[N:29]=2)[CH3:51])[CH2:53][CH2:54][CH2:55][CH2:56][CH2:57]1 |f:1.2|. Product: C1(CCCCC1)N(C)CC1=NC(=C2N=CN(C2=N1)[C@@H]1O[C@@H]([C@H]([C@H]1O)O)COC)NCC(C1=CC=CC=C1)C1=CC=CC=C1 ((2R,3R,4S,5R)-2-{2-{[Cyclohexyl(methyl)amino]methyl}-6-[(2,2-diphenylethyl)amino]-9H-purin-9-yl}-5-(methoxymethyl)tetrahydro-3,4-furandiol).